Dataset: the Open Reaction Database (ORD), a public repository of structured organic reaction records. Task: describe an organic reaction: reactants, conditions, products, and yield Reactants: ClC=1C=CC=C2C(=C(N=NC12)C1=CC=CC=C1)C=1C=C(C=CC1)O (3-(8-chloro-3-phenyl-cinnolin-4-yl)-phenol), ClC1=C(C=CC=C1C(F)(F)F)CO ((2-chloro-3-trifluoromethyl-phenyl)-methanol). The product is C(C1=CC=CC=C1)C=1N=NC2=C(C=CC=C2C1C1=CC(=CC=C1)OCC1=C(C(=CC=C1)C(F)(F)F)Cl)Cl (3-Benzyl-8-chloro-4-(3-{[2-chloro-3-(trifluoromethyl)benzyl]oxy}phenyl)cinnoline). Reaction SMILES: [Cl:1][C:2]1[CH:3]=[CH:4][CH:5]=[C:6]2[C:11]=1[N:10]=[N:9][C:8](C1C=CC=CC=1)=[C:7]2[C:18]1[CH:19]=[C:20]([OH:24])[CH:21]=[CH:22][CH:23]=1.[Cl:25][C:26]1[C:31]([C:32]([F:35])([F:34])[F:33])=[CH:30][CH:29]=[CH:28][C:27]=1[CH2:36]O>>[CH2:7]([C:8]1[N:9]=[N:10][C:11]2[C:6]([C:7]=1[C:18]1[CH:23]=[CH:22][CH:21]=[C:20]([O:24][CH2:36][C:27]3[CH:28]=[CH:29][CH:30]=[C:31]([C:32]([F:35])([F:34])[F:33])[C:26]=3[Cl:25])[CH:19]=1)=[CH:5][CH:4]=[CH:3][C:2]=2[Cl:1])[C:6]1[CH:11]=[CH:2][CH:3]=[CH:4][CH:5]=1. Reported procedure: The title compound was prepared from 3-(8-chloro-3-phenyl-cinnolin-4-yl)-phenol and (2-chloro-3-trifluoromethyl-phenyl)-methanol according the procedure of Example 55. MS (ES) m/z 538.7. Starting materials: C1COCCO1, CO, [Na+], [OH-], CCOC(=O)COc1cccc(CN2CC(O)CC2c2nc(-c3ccccc3)c(-c3ccccc3)o2)c1. Yields the product [Na+], O=C([O-])COc1cccc(CN2CC(O)CC2c2nc(-c3ccccc3)c(-c3ccccc3)o2)c1. RXN SMILES: [CH2:42]1[O:43][CH2:44][CH2:45][O:46][CH2:47]1.[CH3:40][OH:41].[Na+:39].[OH-:38].[c:1]1(-[c:7]2[n:8][c:9]([CH:18]3[N:19]([CH2:24][c:25]4[cH:26][c:27]([O:28][CH2:29][C:30](=[O:31])[O:32][CH2:33][CH3:34])[cH:35][cH:36][cH:37]4)[CH2:20][CH:21]([OH:23])[CH2:22]3)[o:10][c:11]2-[c:12]2[cH:13][cH:14][cH:15][cH:16][cH:17]2)[cH:2][cH:3][cH:4][cH:5][cH:6]1>>[Na+:39].[c:1]1(-[c:7]2[n:8][c:9]([CH:18]3[N:19]([CH2:24][c:25]4[cH:26][c:27]([O:28][CH2:29][C:30](=[O:31])[O-:32])[cH:35][cH:36][cH:37]4)[CH2:20][CH:21]([OH:23])[CH2:22]3)[o:10][c:11]2-[c:12]2[cH:13][cH:14][cH:15][cH:16][cH:17]2)[cH:2][cH:3][cH:4][cH:5][cH:6]1. Reactants: CC(C)(C)[O-], CS(C)=O, Nc1ccc(C2CCCCC2)cc1, O=[N+]([O-])c1ccccc1F, [K+]. Product: O=[N+]([O-])c1ccccc1Nc1ccc(C2CCCCC2)cc1. Reaction SMILES: [C:24]([O-:25])([CH3:26])([CH3:27])[CH3:28].[CH3:30][S:31]([CH3:32])=[O:33].[CH:11]1([c:17]2[cH:18][cH:19][c:20]([NH2:21])[cH:22][cH:23]2)[CH2:12][CH2:13][CH2:14][CH2:15][CH2:16]1.[F:1][c:2]1[c:3]([N+:8](=[O:9])[O-:10])[cH:4][cH:5][cH:6][cH:7]1.[K+:29]>>[c:2]1([NH:21][c:20]2[cH:19][cH:18][c:17]([CH:11]3[CH2:12][CH2:13][CH2:14][CH2:15][CH2:16]3)[cH:23][cH:22]2)[c:3]([N+:8](=[O:9])[O-:10])[cH:4][cH:5][cH:6][cH:7]1. The reactants are CCC(=O)C(=O)O, O, Cc1ccc(S(=O)(=O)O)cc1, CC1CCC(C(C)(C)c2ccccc2)C(O)C1, c1ccccc1. Product: CCC(=O)C(=O)OC1CC(C)CCC1C(C)(C)c1ccccc1. As a reaction SMILES: [O:1]=[C:2]([C:3](=[O:4])[OH:5])[CH2:6][CH3:7].[OH2:25].[c:26]1([CH3:27])[cH:28][cH:29][c:30]([S:31]([OH:32])(=[O:33])=[O:34])[cH:35][cH:36]1.[c:8]1([C:14]([CH:15]2[CH:16]([OH:22])[CH2:17][CH:18]([CH3:21])[CH2:19][CH2:20]2)([CH3:23])[CH3:24])[cH:9][cH:10][cH:11][cH:12][cH:13]1.[cH:37]1[cH:38][cH:39][cH:40][cH:41][cH:42]1>>[O:1]=[C:2]([C:3]([O:4][CH:16]1[CH:15]([C:14]([c:8]2[cH:9][cH:10][cH:11][cH:12][cH:13]2)([CH3:23])[CH3:24])[CH2:20][CH2:19][CH:18]([CH3:21])[CH2:17]1)=[O:5])[CH2:6][CH3:7]. The reactants are C(C)OC(=O)C=1N=NC=CC1 (ethyl-3-pyridazinecarboxylate), C1(CC1)C(=O)C (cyclopropylmethyl ketone), C[O-].[Na+] (sodium methoxide). Solvent: C1=CC=CC=C1 (benzene). Yields the product C1(CC1)C(CC(=O)C=1N=NC=CC1)=O (1-cyclopropyl-3-(3-pyridazinyl)-1,3-propanedione). As a reaction SMILES: C(O[C:4]([C:6]1[N:7]=[N:8][CH:9]=[CH:10][CH:11]=1)=[O:5])C.[CH:12]1([C:15]([CH3:17])=[O:16])[CH2:14][CH2:13]1.C[O-].[Na+]>C1C=CC=CC=1>[CH:12]1([C:15](=[O:16])[CH2:17][C:4]([C:6]2[N:7]=[N:8][CH:9]=[CH:10][CH:11]=2)=[O:5])[CH2:14][CH2:13]1 |f:2.3|. Reported procedure: A stirred mixture of 4.0 g. of ethyl-3-pyridazinecarboxylate, 4.4 g. of cyclopropylmethyl ketone and 1.6 g. of sodium methoxide in 100 ml. of benzene is heated under reflux for 5 hours. The mixture is diluted with 300 ml. of water and the benzene phase is separated. The aqueous mixture is made weakly acidic with dilute hydrochloric acid and extracted with chloroform. The chloroform solution is dried over magnesium sulfate and concentrated under reduced pressure to yield straw-colored crystals wh... Reactants: C([O-])([O-])=O.[Na+].[Na+] (sodium carbonate), 5.1, NC1=NC=C(C=C1C=O)I (2-amino-5-iodopyridine-3-carbaldehyde), N1(CCCCC1)C(CN1N=CC(=C1)B1OC(C(O1)(C)C)(C)C)=O (1-piperidin-1-yl-2-[4-(4,4,5,5-tetramethyl-1,3,2-dioxaborolan-2-yl)pyrazol-1-yl]ethanone), O (water). Reagents/catalysts: C=1C=CC(=CC1)[P](C=2C=CC=CC2)(C=3C=CC=CC3)[Pd]([P](C=4C=CC=CC4)(C=5C=CC=CC5)C=6C=CC=CC6)([P](C=7C=CC=CC7)(C=8C=CC=CC8)C=9C=CC=CC9)[P](C=1C=CC=CC1)(C=1C=CC=CC1)C=1C=CC=CC1 (tetrakis(triphenylphosphine)palladium(0)). The solvent is CN(C=O)C (N,N-dimethylformamide). Yields the product NC1=NC=C(C=C1C=O)C=1C=NN(C1)CC(N1CCCCC1)=O (2-amino-5-[1-(2-oxo-2-piperidin-1-ylethyl)-1H-pyrazol-4-yl]pyridine-3-carbaldehyde). As a reaction SMILES: [NH2:1][C:2]1[C:7]([CH:8]=[O:9])=[CH:6][C:5](I)=[CH:4][N:3]=1.[N:11]1([C:17](=[O:33])[CH2:18][N:19]2[CH:23]=[C:22](B3OC(C)(C)C(C)(C)O3)[CH:21]=[N:20]2)[CH2:16][CH2:15][CH2:14][CH2:13][CH2:12]1.C(=O)([O-])[O-].[Na+].[Na+].O>CN(C)C=O.C1C=CC([P]([Pd]([P](C2C=CC=CC=2)(C2C=CC=CC=2)C2C=CC=CC=2)([P](C2C=CC=CC=2)(C2C=CC=CC=2)C2C=CC=CC=2)[P](C2C=CC=CC=2)(C2C=CC=CC=2)C2C=CC=CC=2)(C2C=CC=CC=2)C2C=CC=CC=2)=CC=1>[NH2:1][C:2]1[C:7]([CH:8]=[O:9])=[CH:6][C:5]([C:22]2[CH:21]=[N:20][N:19]([CH2:18][C:17](=[O:33])[N:11]3[CH2:16][CH2:15][CH2:14][CH2:13][CH2:12]3)[CH:23]=2)=[CH:4][N:3]=1 |f:2.3.4,^1:49,51,70,89|. Procedure: 5.1 200 mg (0.806 mmol) of 2-amino-5-iodopyridine-3-carbaldehyde and 501 mg (1.570 mmol) of 1-piperidin-1-yl-2-[4-(4,4,5,5-tetramethyl-1,3,2-dioxaborolan-2-yl)pyrazol-1-yl]ethanone are dissolved in 4 ml of N,N-dimethylformamide in an argon-filled microwave vessel, and 2.5 ml (5 mmol) of 2M sodium carbonate solution and 93.2 mg (0.081 mmol) of tetrakis(triphenylphosphine)palladium(0) are added. The reaction solution is irradiated with microwaves for 30 min at 120° C. in the Biotage SmithSynthesiz... Reactants: C(C)OC(=O)CCCOC1=CC=C(C=C1)S(=O)(=O)N=C=O (4-(3-ethyloxycarbonylpropyloxy)benzenesulfonylisocyanate), NC1=C(C(=O)O)C=CC(=C1)Cl (2-amino-4-chlorobenzoic acid). Product: ClC1=CC=C2C(N(C(NC2=C1)=O)S(=O)(=O)C1=CC=C(C=C1)OCCCC(=O)OCC)=O (7-chloro-3-[4-(3-ethyloxycarbonylpropyloxy)benzenesulfonyl]-2,4(1H,3H)-quinazolinedione). Yield: 26.9%. As a reaction SMILES: [CH2:1]([O:3][C:4]([CH2:6][CH2:7][CH2:8][O:9][C:10]1[CH:15]=[CH:14][C:13]([S:16]([N:19]=[C:20]=[O:21])(=[O:18])=[O:17])=[CH:12][CH:11]=1)=[O:5])[CH3:2].[NH2:22][C:23]1[CH:31]=[C:30]([Cl:32])[CH:29]=[CH:28][C:24]=1[C:25]([OH:27])=O>>[Cl:32][C:30]1[CH:31]=[C:23]2[C:24]([C:25](=[O:27])[N:19]([S:16]([C:13]3[CH:12]=[CH:11][C:10]([O:9][CH2:8][CH2:7][CH2:6][C:4]([O:3][CH2:1][CH3:2])=[O:5])=[CH:15][CH:14]=3)(=[O:17])=[O:18])[C:20](=[O:21])[NH:22]2)=[CH:28][CH:29]=1. Reported procedure: 763 mg (2.44 mmol) of 4-(3-ethyloxycarbonylpropyloxy)benzenesulfonylisocyanate and 418 mg (2.44 mmol) of 2-amino-4-chlorobenzoic acid were treated in the same way as in Example 1 to obtain 306 mg of the above-identified compound (yield 27.0%). Properties: colorless crystal, Melting point: 167°-169° C., PMR (δppm, DMSO-d6):1.18 (3H,s), 1.98-2.03 (1H,m), 2.46 (2H,t), 4.04-4.14 (4H,m), 7.12 (1H,s), 7.16 (2H,d), 7.21 (1H,d), 7.85 (1H,d), 8.09 (2H,d), 11.58 (1H,s). Starting materials: CC1(OB(OC1(C)C)C=1C=NN(C1)C=1C=NC=CC1)C (3-[4-(4,4,5,5-tetramethyl-1,3,2-dioxaborolan-2-yl) pyrazol-1-yl]pyridine), BrC1=CC=C2C(=N1)C(CCO2)=C (6-bromo-4-methylene-2,3-dihydropyrano[3,2-b]pyridine), C1(=CC=CC=C1)P(C1=CC=CC=C1)C1=CC=CC=C1 (triphenylphosphine), C(=O)([O-])[O-].[K+].[K+] (K2CO3). The reagents and catalysts are [N+](CCCC)(CCCC)(CCCC)CCCC.[Cl-] (n-Bu4NCl), [Pd](Cl)Cl (palladium chloride). Run in CN(C)C=O (DMF), CN(C)C=O (DMF), O (water), CCOC(=O)C (EtOAc). Conditions: time 8 hour. The product is C=C1CCOC=2C1=NC(=CC2)C=2C=NN(C2)C=2C=NC=CC2 (4-methylene-6-[1-(3-pyridyl)pyrazol-4-yl]-2,3-dihydropyrano[3,2-b]pyridine). Reaction SMILES: C1(P(C2C=CC=CC=2)C2C=CC=CC=2)C=CC=CC=1.C([O-])([O-])=O.[K+].[K+].CC1(C)C(C)(C)OB([C:34]2[CH:35]=[N:36][N:37]([C:39]3[CH:40]=[N:41][CH:42]=[CH:43][CH:44]=3)[CH:38]=2)O1.Br[C:47]1[N:52]=[C:51]2[C:53](=[CH2:57])[CH2:54][CH2:55][O:56][C:50]2=[CH:49][CH:48]=1>[N+](CCCC)(CCCC)(CCCC)CCCC.[Cl-].CN(C=O)C.[Pd](Cl)Cl.O.CCOC(C)=O>[CH2:57]=[C:53]1[C:51]2=[N:52][C:47]([C:34]3[CH:35]=[N:36][N:37]([C:39]4[CH:40]=[N:41][CH:42]=[CH:43][CH:44]=4)[CH:38]=3)=[CH:48][CH:49]=[C:50]2[O:56][CH2:55][CH2:54]1 |f:1.2.3,6.7|. Procedure: 137 mg (0.78 mmol) of palladium chloride, 948 mg (3.62 mmol) of triphenylphosphine, 356 mg (25.8 mmol) of K2CO3 and 3.54 g (11.89 mmol) of n-Bu4NCl in 30 ml of DMF were heated under 105° C. for 10 min under N2. 3-[4-(4,4,5,5-tetramethyl-1,3,2-dioxaborolan-2-yl) pyrazol-1-yl]pyridine (3.5 g, 12.92 mmol) and 6-bromo-4-methylene-2,3-dihydropyrano[3,2-b]pyridine (3.2 g, 14.16 mmol) in DMF (20 ml) were added to the above solution and stirred overnight. EtOAc and water were added to the reaction mixtu... The reactants are ClC1=CC=C2C(=N1)N(N=C2C2=CC=CC=C2)C=2SC=C(N2)C(=O)OCC (ethyl 2-(6-chloro-3-phenyl-1H-pyrazolo[3,4-b]pyridin-1-yl)thiazole-4-carboxylate), [OH-].[Na+] (sodium hydroxide), C(C)O (ethanol), Cl (hydrochloric acid). Conditions: time 1 hour. Yields the product C(C)OC1=CC=C2C(=N1)N(N=C2C2=CC=CC=C2)C=2SC=C(N2)C(=O)O (2-(6-Ethoxy-3-phenyl-1H-pyrazolo[3,4-b]pyridin-1-yl)thiazole-4-carboxylic acid). As a reaction SMILES: Cl[C:2]1[N:7]=[C:6]2[N:8]([C:17]3[S:18][CH:19]=[C:20]([C:22]([O:24]CC)=[O:23])[N:21]=3)[N:9]=[C:10]([C:11]3[CH:16]=[CH:15][CH:14]=[CH:13][CH:12]=3)[C:5]2=[CH:4][CH:3]=1.[OH-].[Na+].Cl.[CH2:30]([OH:32])[CH3:31]>>[CH2:30]([O:32][C:2]1[N:7]=[C:6]2[N:8]([C:17]3[S:18][CH:19]=[C:20]([C:22]([OH:24])=[O:23])[N:21]=3)[N:9]=[C:10]([C:11]3[CH:12]=[CH:13][CH:14]=[CH:15][CH:16]=3)[C:5]2=[CH:4][CH:3]=1)[CH3:31] |f:1.2|. Procedure: To an ethanol (2 mL, manufactured by Wako Pure Chemical Industries, Ltd.) solution of ethyl 2-(6-chloro-3-phenyl-1H-pyrazolo[3,4-b]pyridin-1-yl)thiazole-4-carboxylate (33 mg), which had been synthesized from the compound of Reference Example 33 according to the method of Example 3, 5 M sodium hydroxide (500 μL, manufactured by Kanto Chemical Co., Inc.) was added, and the mixture was stirred for one hour at room temperature. 5 M hydrochloric acid (500 μL, manufactured by Kanto Chemical Co., Inc.)... The reactants are COc1ccc(NNC(N)=S)cc1, CCN=C=NCCCN(C)C, CN(C)C=O, COCOc1cc(OCOC)c(C(C)C)cc1C(=O)O, [Cl-], [Na+], O, On1nnc2ccccc21. Product: COCOc1cc(OCOC)c(C(C)C)cc1C(=O)N(NC(N)=S)c1ccc(OC)cc1. As a reaction SMILES: [CH3:21][O:22][c:23]1[cH:24][cH:25][c:26]([NH:29][NH:30][C:31](=[S:32])[NH2:33])[cH:27][cH:28]1.[CH3:45][N:46]([CH3:47])[CH2:48][CH2:49][CH2:50][N:51]=[C:52]=[N:53][CH2:54][CH3:55].[CH3:58][N:59]([CH3:60])[CH:61]=[O:62].[CH:1]([CH3:2])([CH3:3])[c:4]1[c:5]([O:17][CH2:18][O:19][CH3:20])[cH:6][c:7]([O:13][CH2:14][O:15][CH3:16])[c:8]([C:9](=[O:10])[OH:11])[cH:12]1.[Cl-:57].[Na+:56].[OH2:34].[OH:35][n:36]1[c:37]2[cH:38][cH:39][cH:40][cH:41][c:42]2[n:43][n:44]1>>[CH:1]([CH3:2])([CH3:3])[c:4]1[c:5]([O:17][CH2:18][O:19][CH3:20])[cH:6][c:7]([O:13][CH2:14][O:15][CH3:16])[c:8]([C:9](=[O:11])[N:29]([c:26]2[cH:25][cH:24][c:23]([O:22][CH3:21])[cH:28][cH:27]2)[NH:30][C:31](=[S:32])[NH2:33])[cH:12]1.